Dataset: the Open Reaction Database (ORD), a public repository of structured organic reaction records. Task: describe an organic reaction: reactants, conditions, products, and yield The reactants are C(=O)=O (CO2), CO (MeOH), CC(C)C1=NOC(=N1)N1CCC(CC1)COC=1C=CC(=NC1)C1=CC=C(C=C1)S(=O)C ((±)-5-[({1-[3-(1-Methylethyl)-1,2,4-oxadiazol-5-yl]-4-piperidinyl}methyl)oxy]-2-[4-(methylsulfinyl)phenyl]pyridine). Run in C(Cl)(Cl)Cl (CHCl3). Product: CC(C)C1=NOC(=N1)N1CCC(CC1)COC=1C=CC(=NC1)C1=CC=C(C=C1)[S@@](=O)C ((S)-5-[({1-[3-(1-Methylethyl)-1,2,4-oxadiazol-5-yl]-4-piperidinyl}methyl)oxy]-2-[4-(methylsulfinyl)phenyl]pyridine). The yield is 9.7%. Reaction SMILES: [CH3:1][CH:2]([C:4]1[N:8]=[C:7]([N:9]2[CH2:14][CH2:13][CH:12]([CH2:15][O:16][C:17]3[CH:18]=[CH:19][C:20]([C:23]4[CH:28]=[CH:27][C:26]([S:29]([CH3:31])=[O:30])=[CH:25][CH:24]=4)=[N:21][CH:22]=3)[CH2:11][CH2:10]2)[O:6][N:5]=1)[CH3:3].C(=O)=O.CO>C(Cl)(Cl)Cl>[CH3:3][CH:2]([C:4]1[N:8]=[C:7]([N:9]2[CH2:14][CH2:13][CH:12]([CH2:15][O:16][C:17]3[CH:18]=[CH:19][C:20]([C:23]4[CH:28]=[CH:27][C:26]([S@:29]([CH3:31])=[O:30])=[CH:25][CH:24]=4)=[N:21][CH:22]=3)[CH2:11][CH2:10]2)[O:6][N:5]=1)[CH3:1]. Reported procedure: The racemic sulfoxide 5-[({1-[3-(1-methylethyl)-1,2,4-oxadiazol-5-yl]-4-piperidinyl}methyl)oxy]-2-[4-(methylsulfinyl)phenyl]pyridine (prepared as in Example 171, 290 mg) was subjected to Chiral HPLC [column: Chiralcel OJ-H, column mobile phase: 80% CO2: 20% (80% MeOH: 20% CHCl3) (2 mL/min), pressure 140 bar, temperature 30° C., 254 nm] analysis and then separation to give two (R and S) enantiomers. The title compound (28 mg) was isolated a tan solid with Tr of 12.11 min (second eluting peak). Th... The reactants are C(C)(=O)C=1C=C(C(=O)OC)C=C(C1)C(N(CCC)C)=O (methyl 3-acetyl-5-(methyl(propyl)carbamoyl)benzoate), CO (MeOH), O (H2O), [Li+].[OH-] (LiOH). The solvent is C1CCOC1 (THF). Conditions: time 1 hour. Product: C(C)(=O)C=1C=C(C(=O)O)C=C(C1)C(N(CCC)C)=O (3-acetyl-5-(methyl(propyl)carbamoyl)benzoic acid). Reaction SMILES: [C:1]([C:4]1[CH:5]=[C:6]([CH:11]=[C:12]([C:14](=[O:20])[N:15]([CH3:19])[CH2:16][CH2:17][CH3:18])[CH:13]=1)[C:7]([O:9]C)=[O:8])(=[O:3])[CH3:2].CO.O.[Li+].[OH-]>C1COCC1>[C:1]([C:4]1[CH:5]=[C:6]([CH:11]=[C:12]([C:14](=[O:20])[N:15]([CH3:19])[CH2:16][CH2:17][CH3:18])[CH:13]=1)[C:7]([OH:9])=[O:8])(=[O:3])[CH3:2] |f:3.4|. Procedure: To a solution of methyl 3-acetyl-5-(methyl(propyl)carbamoyl)benzoate (107 mg, 0.386 mmol) in a mixture of THF (0.4 mL), MeOH (0.8 mL) and H2O (2.0 mL), was added LiOH (28 mg, 1.159 mmol) and the mixture was stirred at room temperature for 1 h. The mixture was concentrated and partitioned between ethyl acetate and H2O. The aqueous layer was washed with ethyl acetate twice and acidified with 1N HCl solution to pH around 2˜3. The aqueous layer was extracted with ethyl acetate 3 times and the combin... Starting materials: C(C)(=O)NC1=CC(=C(C=C1Cl)C(CCCCCl)=O)OCC1=CC(=CC(=C1)OC)OC (1-[4-acetylamino-5-chloro-2-(3,5-dimethoxybenzyloxy)phenyl]-5-chloropentan-1-one), N1CCCCC1 (piperidine), C(CC)C1CCNCC1 (4-(prop-1-yl)piperidine). The product is NC1=CC(=C(C=C1Cl)C(CCCCN1CCC(CC1)CCC)=O)OCC1=CC(=CC(=C1)OC)OC (1-[4-amino-5-chloro-2-(3,5-dimethoxybenzyloxy)-phenyl]-5-[4-(prop-1-yl)piperidin-1-yl]pentan-1-one). RXN SMILES: C([NH:4][C:5]1[C:10]([Cl:11])=[CH:9][C:8]([C:12](=[O:18])[CH2:13][CH2:14][CH2:15][CH2:16]Cl)=[C:7]([O:19][CH2:20][C:21]2[CH:26]=[C:25]([O:27][CH3:28])[CH:24]=[C:23]([O:29][CH3:30])[CH:22]=2)[CH:6]=1)(=O)C.N1CCCCC1.[CH2:37]([CH:40]1[CH2:45][CH2:44][NH:43][CH2:42][CH2:41]1)[CH2:38][CH3:39]>>[NH2:4][C:5]1[C:10]([Cl:11])=[CH:9][C:8]([C:12](=[O:18])[CH2:13][CH2:14][CH2:15][CH2:16][N:43]2[CH2:44][CH2:45][CH:40]([CH2:37][CH2:38][CH3:39])[CH2:41][CH2:42]2)=[C:7]([O:19][CH2:20][C:21]2[CH:26]=[C:25]([O:27][CH3:28])[CH:24]=[C:23]([O:29][CH3:30])[CH:22]=2)[CH:6]=1. Procedure details: Proceeding as in Example 4, Step (c), but replacing 1-(4-acetylamino-5-chloro-2-methoxyphenyl)-5-chloropentan-1-one with 1-[4-acetylamino-5-chloro-2-(3,5-dimethoxybenzyloxy)phenyl]-5-chloropentan-1-one and piperidine with 4-(prop-1-yl)piperidine, gave 1-[4-amino-5-chloro-2-(3,5-dimethoxybenzyloxy)-phenyl]-5-[4-(prop-1-yl)piperidin-1-yl]pentan-1-one, m.p. 119-120° C. The reactants are ClC1=C(C=C2C=C(NC2=C1)C(=O)N1CCNCC1)OC1CCN(CC1)C(C)C ([6-Chloro-5-(1-isopropyl-piperidin-4-yloxy)-1H-indol-2-yl]-piperazin-1-yl-methanone), CN(C(=O)Cl)C (dimethylcarbamoyl chloride). Yields the product CN(C(=O)N1CCN(CC1)C(=O)C=1NC2=CC(=C(C=C2C1)OC1CCN(CC1)C(C)C)Cl)C (4-[6-Chloro-5-(1-isopropyl-piperidin-4-yloxy)-1H-indole-2-carbonyl]-piperazine-1-carboxylic acid dimethylamide). Isolated yield 62.0%. As a reaction SMILES: [Cl:1][C:2]1[CH:10]=[C:9]2[C:5]([CH:6]=[C:7]([C:11]([N:13]3[CH2:18][CH2:17][NH:16][CH2:15][CH2:14]3)=[O:12])[NH:8]2)=[CH:4][C:3]=1[O:19][CH:20]1[CH2:25][CH2:24][N:23]([CH:26]([CH3:28])[CH3:27])[CH2:22][CH2:21]1.[CH3:29][N:30]([CH3:34])[C:31](Cl)=[O:32]>>[CH3:29][N:30]([CH3:34])[C:31]([N:16]1[CH2:17][CH2:18][N:13]([C:11]([C:7]2[NH:8][C:9]3[C:5]([CH:6]=2)=[CH:4][C:3]([O:19][CH:20]2[CH2:21][CH2:22][N:23]([CH:26]([CH3:28])[CH3:27])[CH2:24][CH2:25]2)=[C:2]([Cl:1])[CH:10]=3)=[O:12])[CH2:14][CH2:15]1)=[O:32]. Procedure details: The title compound was synthesized in analogy to example 37, from [6-chloro-5-(1-isopropyl-piperidin-4-yloxy)-1H-indol-2-yl]-piperazin-1-yl-methanone (example 36), and dimethylcarbamoyl chloride, to afford the title compound as a light-yellow solid (62%).